This data is from the Open Reaction Database (ORD), a public repository of structured organic reaction records. The task is: describe an organic reaction: reactants, conditions, products, and yield The product is ClC1=CC=C(N=N1)N1CCC(CC1)NC(OC(C)(C)C)=O (tert-Butyl [1-(6-chloropyridazin-3-yl)piperidin-4-yl]carbamate). Conditions: temperature 150 celsius. Isolated yield 67.5%. Reaction SMILES: [NH:1]1[CH2:6][CH2:5][CH:4]([NH:7][C:8](=[O:14])[O:9][C:10]([CH3:13])([CH3:12])[CH3:11])[CH2:3][CH2:2]1.[Cl:15][C:16]1[N:17]=[N:18][C:19](Cl)=[CH:20][CH:21]=1>CN(C=O)C.O>[Cl:15][C:16]1[N:17]=[N:18][C:19]([N:1]2[CH2:2][CH2:3][CH:4]([NH:7][C:8](=[O:14])[O:9][C:10]([CH3:11])([CH3:13])[CH3:12])[CH2:5][CH2:6]2)=[CH:20][CH:21]=1. The solvent is CN(C)C=O (DMF), O (water). Reported procedure: tert-Butyl piperidin-4-ylcarbamate (2 g, 10 mmol), 3,6-dichloropyridazine (1.79 g, 12 mmol) and TEA (2.1 ml, 15 mmol) was dissolved in dry DMF (30 ml) and the reaction mixture was heated in a microwave reactor at 150° C. for 20 mins. The reaction mixture was diluted with water (300 ml) and extracted with EtOAc (300 ml). The organic phase was dried (Na2SO4), filtrated and evaporated. The residue was purified by silica gel column chromatography using a 98:2 mixture of DCM:MeOH to give the title co... The reactants are N1CCC(CC1)NC(OC(C)(C)C)=O (tert-Butyl piperidin-4-ylcarbamate), ClC=1N=NC(=CC1)Cl (3,6-dichloropyridazine), TEA. Reactants: [N+](=O)([O-])C1=C2C=CC(=NC2=CC=C1)Cl (5-nitro-2-chloroquinoline), FC=1C=C(C=C(C1F)F)S(=O)(=O)Cl (3,4,5-trifluorobenzenesulfonyl chloride), COC=1C=CC=C2CCC(C12)N (rac-7-methoxy-indane-1-ylamine). The product is FC=1C=C(C=C(C1F)F)S(=O)(=O)NC1=C2C=CC(=NC2=CC=C1)NC1CCC2=CC=CC(=C12)OC (rac-3,4,5-Trifluoro-N-[2-(7-methoxy-indan-1-ylamino)-quinolin-5-yl]-benzenesulfonamide). RXN SMILES: [N+:1]([C:4]1[CH:13]=[CH:12][CH:11]=[C:10]2[C:5]=1[CH:6]=[CH:7][C:8](Cl)=[N:9]2)([O-])=O.[F:15][C:16]1[CH:17]=[C:18]([S:24](Cl)(=[O:26])=[O:25])[CH:19]=[C:20]([F:23])[C:21]=1[F:22].[CH3:28][O:29][C:30]1[CH:31]=[CH:32][CH:33]=[C:34]2[C:38]=1[CH:37]([NH2:39])[CH2:36][CH2:35]2>>[F:15][C:16]1[CH:17]=[C:18]([S:24]([NH:1][C:4]2[CH:13]=[CH:12][CH:11]=[C:10]3[C:5]=2[CH:6]=[CH:7][C:8]([NH:39][CH:37]2[C:38]4[C:34](=[CH:33][CH:32]=[CH:31][C:30]=4[O:29][CH3:28])[CH2:35][CH2:36]2)=[N:9]3)(=[O:26])=[O:25])[CH:19]=[C:20]([F:23])[C:21]=1[F:22]. Procedure: The title compound, MS: m/e=500.0 (M+H+), was prepared in accordance with the general method of example 13 from 5-nitro-2-chloroquinoline, 3,4,5-trifluorobenzenesulfonyl chloride and rac-7-methoxy-indane-1-ylamine. Starting materials: [N+](=O)([O-])C1=CC=C(C(=O)OCCNC(=O)OCC2C3=CC=CC=C3C=3C=CC=CC23)C=C1 (2-{[(9H-fluoren-9-ylmethoxy)carbonyl]amino}ethyl 4-nitrobenzoate). The reagents and catalysts are [Pd] (Pd on carbon). The solvent is C(C)(=O)OCC (ethyl acetate). Run at time 2 hour. The product is NC1=CC=C(C(=O)OCCNC(=O)OCC2C3=CC=CC=C3C=3C=CC=CC23)C=C1 (2-{[(9H-fluoren-9-ylmethoxy)carbonyl]amino}ethyl 4-aminobenzoate). Yield: 79.5%. RXN SMILES: [N+:1]([C:4]1[CH:32]=[CH:31][C:7]([C:8]([O:10][CH2:11][CH2:12][NH:13][C:14]([O:16][CH2:17][CH:18]2[C:30]3[CH:29]=[CH:28][CH:27]=[CH:26][C:25]=3[C:24]3[C:19]2=[CH:20][CH:21]=[CH:22][CH:23]=3)=[O:15])=[O:9])=[CH:6][CH:5]=1)([O-])=O>C(OCC)(=O)C.[Pd]>[NH2:1][C:4]1[CH:5]=[CH:6][C:7]([C:8]([O:10][CH2:11][CH2:12][NH:13][C:14]([O:16][CH2:17][CH:18]2[C:30]3[CH:29]=[CH:28][CH:27]=[CH:26][C:25]=3[C:24]3[C:19]2=[CH:20][CH:21]=[CH:22][CH:23]=3)=[O:15])=[O:9])=[CH:31][CH:32]=1. Reported procedure: A solution of 2-{[(9H-fluoren-9-ylmethoxy)carbonyl]amino}ethyl 4-nitrobenzoate (7.47 g, 17 mmoles) in 1 liter of ethyl acetate, containing 1.5 g of 10% Pd on carbon (wet) is evacuated and filled with H2 twice. The mixture is subjected to hydrogen at 1 atmosphere of pressure for two hours. The catalyst is filtered off on a Celite pad and the solution is concentrated in vacuo, yielding a yellow oil. Purification on silica gel using a gradient of 30-45% ethyl acetate in hexanes provided 5.436 g (80... Reactants: Cc1c(-c2ccccc2)n(-c2ccccc2[N+](=O)[O-])c(-c2ccccc2)cc1=O, CO, O=C[O-], [NH4+]. Product: Cc1c(-c2ccccc2)n(-c2ccccc2N)c(-c2ccccc2)cc1=O. Reaction SMILES: [CH3:1][c:2]1[c:3](-[c:24]2[cH:25][cH:26][cH:27][cH:28][cH:29]2)[n:4](-[c:15]2[c:16]([N+:21]([O-:22])=[O:23])[cH:17][cH:18][cH:19][cH:20]2)[c:5](-[c:9]2[cH:10][cH:11][cH:12][cH:13][cH:14]2)[cH:6][c:7]1=[O:8].[CH3:34][OH:35].[CH:30]([O-:31])=[O:32].[NH4+:33]>>[CH3:1][c:2]1[c:3](-[c:24]2[cH:25][cH:26][cH:27][cH:28][cH:29]2)[n:4](-[c:15]2[c:16]([NH2:21])[cH:17][cH:18][cH:19][cH:20]2)[c:5](-[c:9]2[cH:10][cH:11][cH:12][cH:13][cH:14]2)[cH:6][c:7]1=[O:8].